Dataset: the Open Reaction Database (ORD), a public repository of structured organic reaction records. Task: describe an organic reaction: reactants, conditions, products, and yield Starting materials: BrC=1C(=C(C(=[N+](C1)[O-])C)C)OC (5-Bromo-4-methoxy-2,3-dimethylpyridine 1-oxide), FC(C(=O)OC(C(F)(F)F)=O)(F)F (trifluoroacetic anhydride). Run in ClCCl (dichloromethane). Conditions: time 8 hour. The product is BrC=1C(=C(C(=NC1)CO)C)OC ((5-Bromo-4-methoxy-3-methylpyridin-2-yl)methanol). RXN SMILES: [Br:1][C:2]1[C:3]([O:11][CH3:12])=[C:4]([CH3:10])[C:5]([CH3:9])=[N+:6]([O-])[CH:7]=1.FC(F)(F)C(OC(=O)C(F)(F)F)=[O:16]>ClCCl>[Br:1][C:2]1[C:3]([O:11][CH3:12])=[C:4]([CH3:10])[C:5]([CH2:9][OH:16])=[N:6][CH:7]=1. Procedure details: 5-Bromo-4-methoxy-2,3-dimethylpyridine 1-oxide (4.91 g) was dissolved in dichloromethane (60 ml), and trifluoroacetic anhydride (20 ml) was then added to the solution at room temperature. The resulting mixture was stirred overnight. Thereafter, the reaction solution was concentrated, and the concentrated solution was then dissolved in methanol (50 ml). The resulting mixture was stirred at 50° C. for 1 hour. The reaction solution was concentrated. The residue was dissolved in dichloromethane, and... The reactants are COc1ccc(C2=NN(C3CCNCC3)C(=O)C2(C)C)cc1OC, O=C(O)c1ccc2ncccc2c1. Product: COc1ccc(C2=NN(C3CCN(C(=O)c4ccc5ncccc5c4)CC3)C(=O)C2(C)C)cc1OC. RXN SMILES: [CH3:1][O:2][c:3]1[cH:4][c:5]([C:11]2=[N:15][N:14]([CH:16]3[CH2:17][CH2:18][NH:19][CH2:20][CH2:21]3)[C:13](=[O:22])[C:12]2([CH3:23])[CH3:24])[cH:6][cH:7][c:8]1[O:9][CH3:10].[n:25]1[cH:26][cH:27][cH:28][c:29]2[cH:30][c:31]([C:35](=[O:36])[OH:37])[cH:32][cH:33][c:34]12>>[CH3:1][O:2][c:3]1[cH:4][c:5]([C:11]2=[N:15][N:14]([CH:16]3[CH2:17][CH2:18][N:19]([C:35]([c:31]4[cH:30][c:29]5[cH:28][cH:27][cH:26][n:25][c:34]5[cH:33][cH:32]4)=[O:36])[CH2:20][CH2:21]3)[C:13](=[O:22])[C:12]2([CH3:23])[CH3:24])[cH:6][cH:7][c:8]1[O:9][CH3:10].